Task: describe an organic reaction: reactants, conditions, products, and yield. Dataset: the Open Reaction Database (ORD), a public repository of structured organic reaction records Conditions: temperature 200 celsius, time 2 day. Yields the product [N+](=O)([O-])C1=CC=CC=2OCCNC21 (5-Nitro-3,4-dihydro-2H-benzo[b][1,4]oxazine). Reactants: O (water), NC1=C(C=CC=C1[N+](=O)[O-])O (2-amino-3-nitrophenol), BrCCBr (1,2-dibromoethane), [OH-].[K+] (KOH). Isolated yield 14.3%. Procedure: To a solution of 2-amino-3-nitrophenol (15.0 g, 97 mmol) and 1,2-dibromoethane (29.1 g, 155 mmol) in dimethylformamide (80 mL) was added KOH (10.9 g, 194 mmol) at 180° C. After stirring at 200° C. for 2 days, the mixture was poured to 150 g water. The mixture was concentrated under reduced pressure. The crude product was purified using column chromatography to give the title compound (2.50 g) as a red solid. MS (ESI): m/z 181 [M+H]+ Reaction SMILES: [NH2:1][C:2]1[C:7]([N+:8]([O-:10])=[O:9])=[CH:6][CH:5]=[CH:4][C:3]=1[OH:11].Br[CH2:13][CH2:14]Br.[OH-].[K+].O>CN(C)C=O>[N+:8]([C:7]1[C:2]2[NH:1][CH2:14][CH2:13][O:11][C:3]=2[CH:4]=[CH:5][CH:6]=1)([O-:10])=[O:9] |f:2.3|. The solvent is CN(C=O)C (dimethylformamide). Reactants: O=C(O)c1nc2cc(O)ccc2o1, CCCO, O=S(=O)(O)O. Yields the product CCCOC(=O)c1nc2cc(O)ccc2o1. As a reaction SMILES: [C:1](=[O:2])([OH:3])[c:4]1[o:5][c:6]2[c:7]([n:8]1)[cH:9][c:10]([OH:13])[cH:11][cH:12]2.[CH2:19]([CH2:20][CH3:21])[OH:22].[S:14](=[O:15])(=[O:16])([OH:17])[OH:18]>>[C:1]([O:2][CH2:19][CH2:20][CH3:21])(=[O:3])[c:4]1[o:5][c:6]2[c:7]([n:8]1)[cH:9][c:10]([OH:13])[cH:11][cH:12]2. Reactants: NC1=CC(=CC2=C1N(C=N2)C2=CC=CC=C2)C#N (7-amino-5-cyano-1-phenylbenzimidazole), ClC1=C(C=C(C=C1[N+](=O)[O-])C(F)(F)F)[N+](=O)[O-] (4-chloro-3,5-dinitrobenzotrifluoride), material. The product is NC1=CC(=CC2=C1N(C=N2)C2=CC=CC=C2)C(F)(F)F (7-Amino-1-phenyl-5-trifluoromethylbenzimidazole). Reaction SMILES: N[C:2]1[C:7]2[N:8](C3C=CC=CC=3)[CH:9]=N[C:6]=2[CH:5]=[C:4](C#N)[CH:3]=1.Cl[C:20]1[C:25]([N+:26]([O-])=O)=[CH:24][C:23]([C:29]([F:32])([F:31])[F:30])=[CH:22][C:21]=1[N+:33]([O-])=O>>[NH2:26][C:25]1[C:20]2[N:8]([C:7]3[CH:2]=[CH:3][CH:4]=[CH:5][CH:6]=3)[CH:9]=[N:33][C:21]=2[CH:22]=[C:23]([C:29]([F:32])([F:31])[F:30])[CH:24]=1. Procedure: This was prepared in analogy with 7-amino-5-cyano-1-phenylbenzimidazole using 4-chloro-3,5-dinitrobenzotrifluoride as the starting material (11 g, 75%) Starting materials: BrC=1C=C(C(N(C1)C)=O)NC1=NC=C(C=C1)N1[C@H](CN([C@@H](C1)C)C1COC1)C (5-Bromo-3-(5-((2S,5R)-2,5-dimethyl-4-(oxetan-3-yl)piperazin-1-yl)-pyridin-2-ylamino)-1-methylpyridin-2(1H)-one), C(C)(=O)OCC1=C(C=C(C=C1B1OC(C(O1)(C)C)(C)C)F)N1N=CC=2C=3CCCCC3SC2C1=O ((4-fluoro-2-{6-oxo-8-thia-4,5-diazatricyclo[7.4.0.02,7]trideca-1(9),2(7),3-trien-5-yl}-6-(4,4,5,5-tetramethyl-1,3,2-dioxaborolan-2-yl)phenyl)methyl acetate), [O-]P(=O)([O-])[O-].[K+].[K+].[K+] (K3PO4), C(C)(=O)[O-].[Na+] (sodium acetate). Reagents/catalysts: C1=CC=C(C=C1)P([C-]2C=CC=C2)C3=CC=CC=C3.C1=CC=C(C=C1)P([C-]2C=CC=C2)C3=CC=CC=C3.Cl[Pd]Cl.[Fe+2] (Pd(dppf)Cl2). The solvent is O (water), C(C)#N (acetonitrile). The product is C(C)(=O)OCC1=C(C=C(C=C1N1N=CC=2C=3CCCCC3SC2C1=O)F)C1=CN(C(C(=C1)NC1=NC=C(C=C1)N1[C@H](CN([C@@H](C1)C)C1COC1)C)=O)C ({2-[5-({5-[(2S,5R)-2,5-Dimethyl-4-(oxetan-3-yl)piperazin-1-yl]pyridin-2-yl}amino)-1-methyl-6-oxo-1,6-dihydropyridin-3-yl]-4-fluoro-6-{6-oxo-8-thia-4,5-diazatricyclo[7.4.0.02,7]trideca-1(9),2(7),3-trien-5-yl}phenyl}methyl Acetate). Yield: 33.8%. As a reaction SMILES: Br[C:2]1[CH:3]=[C:4]([NH:10][C:11]2[CH:16]=[CH:15][C:14]([N:17]3[CH2:22][C@@H:21]([CH3:23])[N:20]([CH:24]4[CH2:27][O:26][CH2:25]4)[CH2:19][C@@H:18]3[CH3:28])=[CH:13][N:12]=2)[C:5](=[O:9])[N:6]([CH3:8])[CH:7]=1.[C:29]([O:32][CH2:33][C:34]1[C:39](B2OC(C)(C)C(C)(C)O2)=[CH:38][C:37]([F:49])=[CH:36][C:35]=1[N:50]1[C:62](=[O:63])[C:61]2[S:60][C:59]3[CH2:58][CH2:57][CH2:56][CH2:55][C:54]=3[C:53]=2[CH:52]=[N:51]1)(=[O:31])[CH3:30].[O-]P([O-])([O-])=O.[K+].[K+].[K+].C([O-])(=O)C.[Na+]>C1C=CC(P(C2C=CC=CC=2)[C-]2C=CC=C2)=CC=1.C1C=CC(P(C2C=CC=CC=2)[C-]2C=CC=C2)=CC=1.Cl[Pd]Cl.[Fe+2].O.C(#N)C>[C:29]([O:32][CH2:33][C:34]1[C:35]([N:50]2[C:62](=[O:63])[C:61]3[S:60][C:59]4[CH2:58][CH2:57][CH2:56][CH2:55][C:54]=4[C:53]=3[CH:52]=[N:51]2)=[CH:36][C:37]([F:49])=[CH:38][C:39]=1[C:2]1[CH:3]=[C:4]([NH:10][C:11]2[CH:16]=[CH:15][C:14]([N:17]3[CH2:22][C@@H:21]([CH3:23])[N:20]([CH:24]4[CH2:25][O:26][CH2:27]4)[CH2:19][C@@H:18]3[CH3:28])=[CH:13][N:12]=2)[C:5](=[O:9])[N:6]([CH3:8])[CH:7]=1)(=[O:31])[CH3:30] |f:2.3.4.5,6.7,8.9.10.11|. Reported procedure: A 25-mL single-neck round-bottomed flask equipped with a magnetic stirrer and a reflux condenser was charged with 5-bromo-3-(5-((2S,5R)-2,5-dimethyl-4-(oxetan-3-yl)piperazin-1-yl)pyridin-2-ylamino)-1-methylpyridin-2(1H)-one 104e (179 mg, 0.40 mmol), (4-fluoro-2-{6-oxo-8-thia-4,5-diazatricyclo[7.4.0.02,7]trideca-1(9),2(7),3-trien-5-yl}-6-(4,4,5,5-tetramethyl-1,3,2-dioxaborolan-2-yl)phenyl)methyl acetate 117d (200 mg, 0.40 mmol), Pd(dppf)Cl2 (29 mg, 0.04 mmol), K3PO4 (170 mg, 0.8 mmol), sodium ace...